describe an organic reaction: reactants, conditions, products, and yield From a dataset of the Open Reaction Database (ORD), a public repository of structured organic reaction records. Reactants: FC1=CC=C(COC2=CC(N(C=C2)C2=CC(=C(C=C2)[N+](=O)[O-])NC)=O)C=C1 (4-((4-fluorobenzyl)oxy)-1-(3-(methylamino)-4-nitrophenyl)pyridin-2(1H)-one). Reagents/catalysts: [Zn] (zinc). The solvent is CC(=O)O (AcOH). Reaction conditions: time 1 hour. Yields the product NC1=C(C=C(C=C1)N1C(C=C(C=C1)OCC1=CC=C(C=C1)F)=O)NC (1-(4-Amino-3-(methylamino)phenyl)-4-((4-fluorobenzyl)oxy)pyridin-2(1H)-one). Yield: 79.7%. RXN SMILES: [F:1][C:2]1[CH:27]=[CH:26][C:5]([CH2:6][O:7][C:8]2[CH:13]=[CH:12][N:11]([C:14]3[CH:19]=[CH:18][C:17]([N+:20]([O-])=O)=[C:16]([NH:23][CH3:24])[CH:15]=3)[C:10](=[O:25])[CH:9]=2)=[CH:4][CH:3]=1>CC(O)=O.[Zn]>[NH2:20][C:17]1[CH:18]=[CH:19][C:14]([N:11]2[CH:12]=[CH:13][C:8]([O:7][CH2:6][C:5]3[CH:26]=[CH:27][C:2]([F:1])=[CH:3][CH:4]=3)=[CH:9][C:10]2=[O:25])=[CH:15][C:16]=1[NH:23][CH3:24]. Procedure details: To a suspension of 4-((4-fluorobenzyl)oxy)-1-(3-(methylamino)-4-nitrophenyl)pyridin-2(1H)-one (500 mg) in AcOH (30 ml) was added zinc (885 mg), and the mixture was stirred at room temperature for 1 h. The insoluble material was removed by filtration and washed with MeOH. The filtrate was concentrated, and partitioned between EtOAc, THF and saturated NaHCO3 solution. The organic layer was then washed with brine, dried over MgSO4, and concentrated. The resulting solid was collected, and washed wit... Reactants: C(C)(C)(C)OC(NCC=1OC(=CC1)CN=[N+]=[N-])=O ((5-azidomethyl-furan-2-ylmethyl)-carbamic acid tert-butyl ester). The reagents and catalysts are [Pd].CC(=O)[O-].CC(=O)[O-].[Pb+2] (Lindlar catalyst). Run in C(C)O (ethanol). Conditions: time 15 hour. Yields the product C(C)(C)(C)OC(NCC=1OC(=CC1)CN)=O ((5-Aminomethyl-furan-2-ylmethyl)-carbamic acid tert-butyl ester). Isolated yield 101.9%. Reaction SMILES: [C:1]([O:5][C:6](=[O:18])[NH:7][CH2:8][C:9]1[O:10][C:11]([CH2:14][N:15]=[N+]=[N-])=[CH:12][CH:13]=1)([CH3:4])([CH3:3])[CH3:2]>C(O)C.[Pd].CC([O-])=O.CC([O-])=O.[Pb+2]>[C:1]([O:5][C:6](=[O:18])[NH:7][CH2:8][C:9]1[O:10][C:11]([CH2:14][NH2:15])=[CH:12][CH:13]=1)([CH3:4])([CH3:2])[CH3:3] |f:2.3.4.5|. Procedure: To a solution of 88.6 mg of (5-azidomethyl-furan-2-ylmethyl)-carbamic acid tert-butyl ester in 3 mL of ethanol was added 30 mg of Lindlar catalyst, stirred at room temperature under hydrogen atmosphere for 15 hours, the catalyst filtered off, and the solvent was evaporated, to afford 81 mg of the title compound as a colorless oil. Reactants: O=[N+]([O-])c1cccc(OCCCCCBr)c1, O=C([O-])[O-], CC#N, Fc1ccc(N2CCNCC2)cc1, [K+], [K+]. The product is O=[N+]([O-])c1cccc(OCCCCCN2CCN(c3ccc(F)cc3)CC2)c1. Reaction SMILES: [Br:1][CH2:2][CH2:3][CH2:4][CH2:5][CH2:6][O:7][c:8]1[cH:9][c:10]([N+:14](=[O:15])[O-:16])[cH:11][cH:12][cH:13]1.[C:30](=[O:31])([O-:32])[O-:33].[CH3:36][C:37]#[N:38].[F:17][c:18]1[cH:19][cH:20][c:21]([N:24]2[CH2:25][CH2:26][NH:27][CH2:28][CH2:29]2)[cH:22][cH:23]1.[K+:34].[K+:35]>>[CH2:2]([CH2:3][CH2:4][CH2:5][CH2:6][O:7][c:8]1[cH:9][c:10]([N+:14](=[O:15])[O-:16])[cH:11][cH:12][cH:13]1)[N:27]1[CH2:26][CH2:25][N:24]([c:21]2[cH:20][cH:19][c:18]([F:17])[cH:23][cH:22]2)[CH2:29][CH2:28]1. The yield is 79.1%. Reported procedure: To a solution of methyl 5-chloro-2H-indazole-4-carboxylate (3.80 g, 18.0 mmol) in ethyl acetate (72 mL) was added trimethyloxonium tetrafluoroborate (3.47 g, 23.5 mmol) at room temperature, and the mixture was stirred for 5 hr. The reaction solution was diluted with water, and the mixture was extracted with ethyl acetate. The extract was dried over anhydrous sodium sulfate and the solvent was evaporated under reduced pressure. The residue was purified by flash silica gel column chromatography (e... Conditions: time 5 hour. Reaction SMILES: [Cl:1][C:2]1[CH:10]=[CH:9][C:8]2[C:4](=[CH:5][NH:6][N:7]=2)[C:3]=1[C:11]([O:13][CH3:14])=[O:12].F[B-](F)(F)F.[CH3:20][O+](C)C>C(OCC)(=O)C.O>[Cl:1][C:2]1[CH:10]=[CH:9][C:8]2[C:4](=[CH:5][N:6]([CH3:20])[N:7]=2)[C:3]=1[C:11]([O:13][CH3:14])=[O:12] |f:1.2|. Run in O (water), C(C)(=O)OCC (ethyl acetate). Reactants: ClC1=C(C2=CNN=C2C=C1)C(=O)OC (methyl 5-chloro-2H-indazole-4-carboxylate), F[B-](F)(F)F.C[O+](C)C (trimethyloxonium tetrafluoroborate). The product is ClC1=C(C2=CN(N=C2C=C1)C)C(=O)OC (methyl 5-chloro-2-methyl-2H-indazole-4-carboxylate). Reactants: C(C)(C)(C)N(N)C(C1=CC=CC=C1)=O (N'-t-butyl-N'-benzoylhydrazine), [OH-].[Na+] (sodium hydroxide), Cl.C(C1=CC=NC=C1)Cl (isonicotinyl chloride hydrochloride). The solvent is C1(=CC=CC=C1)C (toluene). Run at temperature 23 celsius, time 8 hour. Yields the product C(C)(C)(C)N(NCC1=CC=NC=C1)C(C1=CC=CC=C1)=O (N'-t-butyl-N-isonicotinyl-N'-benzoylhydrazine). RXN SMILES: [C:1]([N:5]([C:7](=[O:14])[C:8]1[CH:13]=[CH:12][CH:11]=[CH:10][CH:9]=1)[NH2:6])([CH3:4])([CH3:3])[CH3:2].[OH-].[Na+].Cl.[CH2:18](Cl)[C:19]1[CH:24]=[CH:23][N:22]=[CH:21][CH:20]=1>C1(C)C=CC=CC=1>[C:1]([N:5]([C:7](=[O:14])[C:8]1[CH:9]=[CH:10][CH:11]=[CH:12][CH:13]=1)[NH:6][CH2:18][C:19]1[CH:24]=[CH:23][N:22]=[CH:21][CH:20]=1)([CH3:4])([CH3:2])[CH3:3] |f:1.2,3.4|. Procedure details: A solution of N'-t-butyl-N'-benzoylhydrazine (0.5 g, 0.00026 mol) in 10 ml of toluene was treated with 50% sodium hydroxide (0.6 g) followed by isonicotinyl chloride hydrochloride (0.47 g, 0.0026 mol). The mixture was stirred at 23° C. overnight. The solids were removed by filtration and washed with water followed by ether to afford N'-t-butyl-N-isonicotinyl-N'-benzoylhydrazine. Conditions: time 2 hour. Procedure details: To a stirred slurry of 3.1 g (0.01 mole) 4,5 bis-(p-methoxyphenyl)-2-mercaptoimidazole [Anschutz and Schwickerath, Ann., 284, 24 (1895)] in 50 ml methanol was added 0.65 g (0.012 mole) of sodium methoxide. To the resulting solution was added 2.6 g (0.011 mole) 2-chloroethyl-p-toluenesulfonate in 10 ml methanol. The mixture was heated at reflux overnight. Another 0.5 g (0.002 mole) of 2-chloroethyl-p-toluenesulfonate was added and refluxing was continued another 2 hours. The mixture was poured in... The reactants are ClCCOS(=O)(=O)C1=CC=C(C=C1)C (2-chloroethyl-p-toluenesulfonate), ClCCOS(=O)(=O)C1=CC=C(C=C1)C (2-chloroethyl-p-toluenesulfonate), ice water, COC1=CC=C(C=C1)C=1N=C(NC1C1=CC=C(C=C1)OC)S (4,5 bis-(p-methoxyphenyl)-2-mercaptoimidazole), C[O-].[Na+] (sodium methoxide). Product: COC1=CC=C(C=C1)C1=C(N=C2SCCN21)C2=CC=C(C=C2)OC (2,3-Dihydro-5,6-bis(p-methoxyphenyl)imidazo[2,1-b]thiazole). The solvent is CO (methanol), CO (methanol). As a reaction SMILES: [CH3:1][O:2][C:3]1[CH:8]=[CH:7][C:6]([C:9]2[N:10]=[C:11]([SH:22])[NH:12][C:13]=2[C:14]2[CH:19]=[CH:18][C:17]([O:20][CH3:21])=[CH:16][CH:15]=2)=[CH:5][CH:4]=1.C[O-].[Na+].Cl[CH2:27][CH2:28]OS(C1C=CC(C)=CC=1)(=O)=O>CO>[CH3:1][O:2][C:3]1[CH:8]=[CH:7][C:6]([C:9]2[N:10]3[C:11]([S:22][CH2:27][CH2:28]3)=[N:12][C:13]=2[C:14]2[CH:19]=[CH:18][C:17]([O:20][CH3:21])=[CH:16][CH:15]=2)=[CH:5][CH:4]=1 |f:1.2|. Reactants: C([O-])([O-])=O.[K+].[K+] (potassium carbonate), C1=C(C=CC=C1O)C (m-cresol), FC=1C=C2CCC(C2=CC1)=O (5-fluoro-1-indanone). Solvent: CN(C=O)C (dimethylformamide). Run at temperature 110 celsius, time 6 hour. The product is C1(=CC(=CC=C1)OC=1C=C2CCC(C2=CC1)=O)C (5-m-Tolyloxy-1-indanone). Reaction SMILES: F[C:2]1[CH:3]=[C:4]2[C:8](=[CH:9][CH:10]=1)[C:7](=[O:11])[CH2:6][CH2:5]2.C(=O)([O-])[O-].[K+].[K+].[CH:18]1[C:23]([OH:24])=[CH:22][CH:21]=[CH:20][C:19]=1[CH3:25]>CN(C)C=O>[C:19]1([CH3:25])[CH:20]=[CH:21][CH:22]=[C:23]([O:24][C:2]2[CH:3]=[C:4]3[C:8](=[CH:9][CH:10]=2)[C:7](=[O:11])[CH2:6][CH2:5]3)[CH:18]=1 |f:1.2.3|. Procedure details: 5 g of 5-fluoro-1-indanone are dissolved in 50 ml of dry dimethylformamide, and 18.2 g of anhydrous, powdered potassium carbonate and 3.57 g of m-cresol are added. The reaction mixture is stirred at 110° C. for 6 h. The solvent is removed by distillation in vacuo, and the residue is mixed with 100 ml of water and stirred for 2 h. The aqueous residue is extracted with ethyl acetate, and the organic extract is washed 3× with water, dried over sodium sulfate, filtered and concentrated in vacuo. 5-m... Starting materials: C(CCCCCCCCCCCCCCCCC)(=O)O (Stearic acid), NCCNCCNCCN (triethylenetetramine), O (water), FC=1C(=C(C(=C(C1F)F)F)S(=O)(=O)Cl)OC(=C(C(C(C(C(C(C(C(C(F)(F)F)(F)F)(F)F)(F)F)(F)F)(F)F)(F)F)(F)F)F)F (perfluorodecenyloxybenzene sulfonyl chloride), C([O-])([O-])=O.[Na+].[Na+] (sodium carbonate), C(CCCCCCCCCCCCCCCCC)(=O)N.NCCNCCNCCN (triethylenetetramine monostearamide). Run in C1(=CC=CC=C1)C (toluene). Conditions: time 0.5 hour. The product is C(CCCCCCCCCCCCCCCCC)(=O)N.NCCNCCNCCN.FC=1C(=C(C(=C(C1F)F)F)S(=O)(=O)N)OC(=C(C(C(C(C(C(C(C(C(F)(F)F)(F)F)(F)F)(F)F)(F)F)(F)F)(F)F)(F)F)F)F (perfluorodecenyloxybenzenesulfonamide triethylenetetramine monostearamide). RXN SMILES: C(O)(=O)CCCCCCCCCCCCCCCCC.[NH2:21][CH2:22][CH2:23][NH:24][CH2:25][CH2:26][NH:27][CH2:28][CH2:29][NH2:30].O.[C:32]([NH2:51])(=[O:50])[CH2:33][CH2:34][CH2:35][CH2:36][CH2:37][CH2:38][CH2:39][CH2:40][CH2:41][CH2:42][CH2:43][CH2:44][CH2:45][CH2:46][CH2:47][CH2:48][CH3:49].[NH2:52]CCNCCNCCN.[F:62][C:63]1[C:64]([O:76][C:77]([F:105])=[C:78]([F:104])[C:79]([F:103])([F:102])[C:80]([F:101])([F:100])[C:81]([F:99])([F:98])[C:82]([F:97])([F:96])[C:83]([F:95])([F:94])[C:84]([F:93])([F:92])[C:85]([F:91])([F:90])[C:86]([F:89])([F:88])[F:87])=[C:65]([S:72](Cl)(=[O:74])=[O:73])[C:66]([F:71])=[C:67]([F:70])[C:68]=1[F:69].C(=O)([O-])[O-].[Na+].[Na+]>C1(C)C=CC=CC=1>[C:32]([NH2:51])(=[O:50])[CH2:33][CH2:34][CH2:35][CH2:36][CH2:37][CH2:38][CH2:39][CH2:40][CH2:41][CH2:42][CH2:43][CH2:44][CH2:45][CH2:46][CH2:47][CH2:48][CH3:49].[NH2:21][CH2:22][CH2:23][NH:24][CH2:25][CH2:26][NH:27][CH2:28][CH2:29][NH2:30].[F:62][C:63]1[C:64]([O:76][C:77]([F:105])=[C:78]([F:104])[C:79]([F:103])([F:102])[C:80]([F:101])([F:100])[C:81]([F:99])([F:98])[C:82]([F:97])([F:96])[C:83]([F:95])([F:94])[C:84]([F:93])([F:92])[C:85]([F:91])([F:90])[C:86]([F:89])([F:88])[F:87])=[C:65]([S:72]([NH2:52])(=[O:74])=[O:73])[C:66]([F:71])=[C:67]([F:70])[C:68]=1[F:69] |f:3.4,6.7.8,10.11.12|. Procedure: Stearic acid (285 g, 1 mol) and triethylenetetramine (146 g, 1 mol) was reacted at 163°-166° C. until one mole of water was evolved (28 minutes). To 20.0 g (0.05 mol) of the resulting triethylenetetramine monostearamide dissolved in 200 ml. of toluene was added a mixture of 80.7 g (0.12 mol) of perfluorodecenyloxybenzene sulfonyl chloride and 7.0 g of sodium carbonate over a period of 15 minutes while the temperature was held at 75°-80° C. After 1/2 hour more at 85° C., the solution was decanted... Product: CC=CN1CCNC1=N[N+](=O)[O-]. Reactants: CCC=O, O=[N+]([O-])N=C1NCCN1, O, O=P(Cl)(Cl)Cl. As a reaction SMILES: [CH:15]([CH2:16][CH3:17])=[O:18].[N+:1](=[O:2])([O-:3])[N:4]=[C:5]1[NH:6][CH2:7][CH2:8][NH:9]1.[OH2:19].[P:10]([Cl:11])([Cl:12])([Cl:13])=[O:14]>>[N+:1](=[O:2])([O-:3])[N:4]=[C:5]1[N:6]([CH:15]=[CH:16][CH3:17])[CH2:7][CH2:8][NH:9]1. Reactants: crude product, [NH4+].[Cl-] (NH4Cl), C(C)OC(=O)C=1C2CN(CC(CC1C=1SC=C(N1)CCCO)N2C(=O)OC(C)(C)C)C(=O)OC(C)(C)C (7-[4-(3-Hydroxypropyl)thiazol-2-yl]-3,9-diazabicyclo[3.3.1]-non-6-ene-3,6,9-tricarboxylic acid 3,9-di-tert-butyl ester 6-ethyl ester), [OH-].[Na+] (NaOH), N1C=NC=C1 (Imidazole), CC(C)(C)[Si](C)(C)Cl (TBDMS-Cl), Cl (HCl), C(=O)([O-])[O-].[K+].[K+] (K2CO3). The solvent is C1CCOC1 (THF), CCO (EtOH), CCOC(=O)C (EtOAc), O (H2O), CO (MeOH). Conditions: temperature 80 celsius, time 90 minute. Yields the product C(C)(C)(C)OC(=O)N1CC2CC(=C(C(C1)N2C(=O)OC(C)(C)C)C(=O)O)C=2SC=C(N2)CCCO[Si](C)(C)C(C)(C)C (7-{4-[3-(tert-Butyldimethylsilanyloxy)propyl]thiazol-2-yl}-3,9-diazabicyclo[3.3.1]non-6-ene-3,6,9-tricarboxylic acid 3,9-di-tert-butyl ester). The yield is 45.6%. RXN SMILES: C([O:3][C:4]([C:6]1[CH:7]2[N:23]([C:24]([O:26][C:27]([CH3:30])([CH3:29])[CH3:28])=[O:25])[CH:11]([CH2:12][C:13]=1[C:14]1[S:15][CH:16]=[C:17]([CH2:19][CH2:20][CH2:21][OH:22])[N:18]=1)[CH2:10][N:9]([C:31]([O:33][C:34]([CH3:37])([CH3:36])[CH3:35])=[O:32])[CH2:8]2)=[O:5])C.[OH-].[Na+].Cl.N1C=CN=C1.[CH3:46][C:47]([Si:50](Cl)([CH3:52])[CH3:51])([CH3:49])[CH3:48].[NH4+].[Cl-].C([O-])([O-])=O.[K+].[K+]>CCO.CCOC(C)=O.C1COCC1.O.CO>[C:34]([O:33][C:31]([N:9]1[CH2:8][CH:7]2[N:23]([C:24]([O:26][C:27]([CH3:28])([CH3:29])[CH3:30])=[O:25])[CH:11]([CH2:12][C:13]([C:14]3[S:15][CH:16]=[C:17]([CH2:19][CH2:20][CH2:21][O:22][Si:50]([C:47]([CH3:49])([CH3:48])[CH3:46])([CH3:52])[CH3:51])[N:18]=3)=[C:6]2[C:4]([OH:3])=[O:5])[CH2:10]1)=[O:32])([CH3:35])([CH3:37])[CH3:36] |f:1.2,6.7,8.9.10|. Procedure: A mixture of compound C2 (5.46 g, 10.2 mmol) in EtOH (120 mL) and aq. 1M NaOH (120 mL) was stirred at 80° C. for 90 min. The mixture was allowed to cool to rt, and was then diluted with EtOAc. This mixture was acidified with aq. 1M HCl until a pH between 3 and 4 was obtained. The layers were separated, then the aq. phase was extracted with EtOAc (2×). The combined org. extracts were dried over MgSO4, filtered, and the solvents were removed under reduced pressure. The crude product was dissolved ...